describe an organic reaction: reactants, conditions, products, and yield From a dataset of the Open Reaction Database (ORD), a public repository of structured organic reaction records. Reactants: O (water), solution, C(C)N (ethylamine), CC=1C(=CC=2C(CCC(C2C1)(C)C)(C)C)SC1=CC=C(C(=O)Cl)C=C1 (4-(3,5,5,8,8-pentamethyl-5,6,7,8-tetrahydro-2-naphthylthio)benzoyl chloride). Solvent: C1CCOC1 (THF), C1CCOC1 (THF). Run at time 3 hour. The product is C(C)NC(C1=CC=C(C=C1)SC1=CC=2C(CCC(C2C=C1C)(C)C)(C)C)=O (N-ethyl-4-(3,5,5,8,8-pentamethyl-5,6,7,8-tetrahydro-2-naphthylthio)benzamide). As a reaction SMILES: [CH2:1]([NH2:3])[CH3:2].[CH3:4][C:5]1[C:6]([S:19][C:20]2[CH:28]=[CH:27][C:23]([C:24](Cl)=[O:25])=[CH:22][CH:21]=2)=[CH:7][C:8]2[C:9]([CH3:18])([CH3:17])[CH2:10][CH2:11][C:12]([CH3:16])([CH3:15])[C:13]=2[CH:14]=1.O>C1COCC1>[CH2:1]([NH:3][C:24](=[O:25])[C:23]1[CH:22]=[CH:21][C:20]([S:19][C:6]2[C:5]([CH3:4])=[CH:14][C:13]3[C:12]([CH3:15])([CH3:16])[CH2:11][CH2:10][C:9]([CH3:18])([CH3:17])[C:8]=3[CH:7]=2)=[CH:28][CH:27]=1)[CH3:2]. Reported procedure: 640 μl (8 mmol) of a 70% solution of ethylamine and 20 ml of THF were introduced into a round-bottomed flask. A solution of 735 mg (2 mmol) of 4-(3,5,5,8,8-pentamethyl-5,6,7,8-tetrahydro-2-naphthylthio)benzoyl chloride dissolved in 30 ml of THF was added dropwise and the mixture was stirred at room temperature for three hours. The reaction medium was poured into water, extracted with ethyl acetate, the organic phase decanted off, dried over magnesium sulfate and evaporated.